From a dataset of the Open Reaction Database (ORD), a public repository of structured organic reaction records. describe an organic reaction: reactants, conditions, products, and yield Reactants: C(C)(C)NC(C)C (diisopropylamine), C(CCC)[Li] (n-butyllithium), hexanes, ClC=1C=C(C=CC1)[C@@H]1[C@H](N(S[C@H](C1)CC=C)C(C)C)C1=CC=C(C=C1)Cl ((3S,4R,6S)-4-(3-chlorophenyl)-3-(4-chlorophenyl)-2-(2-propanyl)-6-(2-propen-1-yl)-1,2-thiazinan), CI (methyl iodide), [Li+].CC(C)[N-]C(C)C (LDA). Solvent: C1CCOC1 (THF), C1CCOC1 (THF). Reaction conditions: temperature -78 celsius, time 10 minute. Product: ClC=1C=C(C=CC1)[C@@H]1[C@H](N(S[C@](C1)(CC=C)C)C(C)C)C1=CC=C(C=C1)Cl ((3S,4R,6S)-4-(3-chlorophenyl)-3-(4-chlorophenyl)-6-methyl-2-(2-propanyl)-6-(2-propen-1-yl)-1,2-thiazinan). RXN SMILES: [CH:1](NC(C)C)(C)C.C([Li])CCC.[Cl:13][C:14]1[CH:15]=[C:16]([C@H:20]2[CH2:25][C@H:24]([CH2:26][CH:27]=[CH2:28])[S:23][N:22]([CH:29]([CH3:31])[CH3:30])[C@@H:21]2[C:32]2[CH:37]=[CH:36][C:35]([Cl:38])=[CH:34][CH:33]=2)[CH:17]=[CH:18][CH:19]=1.CI.[Li+].CC([N-]C(C)C)C>C1COCC1>[Cl:13][C:14]1[CH:15]=[C:16]([C@H:20]2[CH2:25][C@:24]([CH3:1])([CH2:26][CH:27]=[CH2:28])[S:23][N:22]([CH:29]([CH3:31])[CH3:30])[C@@H:21]2[C:32]2[CH:33]=[CH:34][C:35]([Cl:38])=[CH:36][CH:37]=2)[CH:17]=[CH:18][CH:19]=1 |f:4.5|. Reported procedure: To a degassed solution of diisopropylamine (300 μL, 2.123 mmol) in THF (1.0 ml) was added dropwise at −78° C. n-butyllithium, 2.5 M in hexanes (800 μL, 2.000 mmol). After stirring the solution at −78° C. for 10 min, the reaction was warmed to room temperature. In a separate flask, a degassed solution of 111.9 mg (0.255 mmol) of (3S,4R,6R)-4-(3-chlorophenyl)-3-(4-chlorophenyl)-2-(2-propanyl)-6-(2-propen-1-yl)-1,2-thiazinan (Example 117, Step E) and methyl iodide (0.6 ml, 9.62 mmol) in THF (1.0 ml... Starting materials: [N+](=O)([O-])C1=CC=C(C=C1)CC(=O)N (2-(4-nitrophenyl)acetamide), BrCC(C)=O (1-bromo-2-propanone), CN(C=O)C (N,N-dimethylformamide), C([O-])([O-])=O.[K+].[K+] (potassium carbonate). Run in C(C)(=O)OCC (ethyl acetate), O (Water). Run at temperature 120 celsius, time 3 hour. Product: CC=1N=C(OC1)CC1=CC=C(C=C1)[N+](=O)[O-] (4-methyl-2-(4-nitrobenzyl)-1,3-oxazole). Isolated yield 8.3%. Reaction SMILES: [N+:1]([C:4]1[CH:9]=[CH:8][C:7]([CH2:10][C:11]([NH2:13])=[O:12])=[CH:6][CH:5]=1)([O-:3])=[O:2].Br[CH2:15][C:16](=O)[CH3:17].CN(C)C=O.C(=O)([O-])[O-].[K+].[K+]>C(OCC)(=O)C.O>[CH3:17][C:16]1[N:13]=[C:11]([CH2:10][C:7]2[CH:6]=[CH:5][C:4]([N+:1]([O-:3])=[O:2])=[CH:9][CH:8]=2)[O:12][CH:15]=1 |f:3.4.5|. Procedure details: A mixture of 2-(4-nitrophenyl)acetamide (15.0 g), 1-bromo-2-propanone (19.03 g), and N,N-dimethylformamide (2 mL) was stirred at 120° C. for 3 hrs. Water, potassium carbonate and ethyl acetate were added to basify the reaction mixture and the mixture was extracted with ethyl acetate. Insoluble materials were filtered off, and the organic layer was separated. The organic layer was washed with saturated brine, dried over anhydrous magnesium sulfate and concentrated. The residue was subjected to si... Reactants: ClC1=CC=C(C=C1)C1=C(N=CO1)C(=O)OCC (ethyl 5-(4-chlorophenyl)oxazole-4-carboxylate), CC(C)C[AlH]CC(C)C (DIBAL-H), [NH4+].[Cl-] (NH4Cl). The solvent is C1CCOC1 (THF). Reaction conditions: temperature -20 celsius. Yields the product ClC1=CC=C(C=C1)C1=C(N=CO1)C=O (5-(4-chlorophenyl)oxazole-4-carbaldehyde). Reaction SMILES: [Cl:1][C:2]1[CH:7]=[CH:6][C:5]([C:8]2[O:12][CH:11]=[N:10][C:9]=2[C:13](OCC)=[O:14])=[CH:4][CH:3]=1.CC(C[AlH]CC(C)C)C.[NH4+].[Cl-]>C1COCC1>[Cl:1][C:2]1[CH:3]=[CH:4][C:5]([C:8]2[O:12][CH:11]=[N:10][C:9]=2[CH:13]=[O:14])=[CH:6][CH:7]=1 |f:2.3|. Reported procedure: To a solution of 33C (1.25 g, 5 mmol) in THF was added DIBAL-H (1.0 M in toluene, 10 mmol) dropwise at −70° C. The resulting solution was allowed to warm to −20° C. over 3 h. Upon completion of the reaction, saturated aqueous NH4Cl was added to the flask and the mixture was partitioned between EtOAc and water. The organic phase was washed with brine, dried over Na2SO4, filtered and concentrated in vacuo. The crude product was used in the next step without further purification. MS (m/z) 208.1 [M+... The reactants are Cc1ccccc1, Cl, [K+], CON=C(C#N)c1ccccc1Oc1ccccc1, [OH-], O. The product is CON=C(C(N)=O)c1ccccc1Oc1ccccc1. Reaction SMILES: [CH3:3][c:4]1[cH:5][cH:6][cH:7][cH:8][cH:9]1.[ClH:29].[K+:2].[O:10]([c:11]1[cH:12][cH:13][cH:14][cH:15][cH:16]1)[c:17]1[c:18]([C:19](=[N:20][O:21][CH3:22])[C:23]#[N:24])[cH:25][cH:26][cH:27][cH:28]1.[OH-:1].[OH2:30]>>[O:1]=[C:23]([C:19]([c:18]1[c:17]([O:10][c:11]2[cH:12][cH:13][cH:14][cH:15][cH:16]2)[cH:28][cH:27][cH:26][cH:25]1)=[N:20][O:21][CH3:22])[NH2:24]. Starting materials: CC(C)(C)OC(=O)NNC(=O)C1CCCN(C(=O)c2ccc(F)cc2)C1, ClCCl, Cl. The product is NNC(=O)C1CCCN(C(=O)c2ccc(F)cc2)C1. RXN SMILES: [C:1]([O:2][C:3](=[O:4])[NH:8][NH:9][C:10](=[O:11])[CH:12]1[CH2:13][N:14]([C:18]([c:19]2[cH:20][cH:21][c:22]([F:25])[cH:23][cH:24]2)=[O:26])[CH2:15][CH2:16][CH2:17]1)([CH3:5])([CH3:6])[CH3:7].[Cl:28][CH2:29][Cl:30].[ClH:27]>>[NH2:8][NH:9][C:10](=[O:11])[CH:12]1[CH2:13][N:14]([C:18]([c:19]2[cH:20][cH:21][c:22]([F:25])[cH:23][cH:24]2)=[O:26])[CH2:15][CH2:16][CH2:17]1.